From a dataset of the Open Reaction Database (ORD), a public repository of structured organic reaction records. describe an organic reaction: reactants, conditions, products, and yield Starting materials: C([O-])(O)=O.[Na+] (sodium bicarbonate), C(=O)(Cl)Cl (Phosgene), [Cl-].[Cl-].O=C1N(C=2C(=[NH+]C=CC2)N1)C1CC[NH2+]CC1 (2-oxo-1-piperidinium-4-yl-2,3-dihydro-1H-imidazo[4,5-b]pyridin-4-ium dichloride), N1=C(C=CC=C1C)C (2,6-lutidine). Solvent: ClCCl (dichloromethane). Run at time 2 hour. The product is O=C1NC2=C(C=CC=N2)N1C1CCN(CC1)C(=O)Cl (4-(2-Oxo-2,3-dihydro-1H-imidazo[4,5]pyridin-1-yl)piperidine-1-carbonyl chloride). Yield: 49.9%. RXN SMILES: [C:1]([Cl:4])(Cl)=[O:2].[Cl-].[Cl-].[O:7]=[C:8]1[NH:16][C:11]2=[NH+:12][CH:13]=[CH:14][CH:15]=[C:10]2[N:9]1[CH:17]1[CH2:22][CH2:21][NH2+:20][CH2:19][CH2:18]1.N1C(C)=CC=CC=1C.C(=O)(O)[O-].[Na+]>ClCCl>[O:7]=[C:8]1[N:9]([CH:17]2[CH2:22][CH2:21][N:20]([C:1]([Cl:4])=[O:2])[CH2:19][CH2:18]2)[C:10]2[CH:15]=[CH:14][CH:13]=[N:12][C:11]=2[NH:16]1 |f:1.2.3,5.6|. Reported procedure: Phosgene (20% wt. in toluene; 1.8 mL, 3.43 mmol) was added to a suspension of 2-oxo-1-piperidinium-4-yl-2,3-dihydro-1H-imidazo[4,5-b]pyridin-4-ium dichloride (100 mg, 0.343 mmol) and 2,6-lutidine (0.50 mL, 4.293 mmol) in dichloromethane (5 mL) at 0° C. After 2 h, the solution was added to saturated aqueous sodium bicarbonate and extracted with ethyl acetate. The organic layer was washed with water (2×), saturated brine, dried over magnesium sulfate, filtered and concentrated. Dichloromethane (10... The reactants are BrC=1C=CC(=C(C1)C1C2(C(NC(C1)=O)C1=C(C=CC(=C1)F)C)C(NC1=CC(=CC=C12)Cl)=O)OCC(C)(C)C(=O)OC (racemic (2′S,3S,4′R)-4′-[5-bromo-2-(2-methoxycarbonyl-2-methyl-propoxy)-phenyl]-6-chloro-2′-(5-fluoro-2-methyl phenyl)spiro[3H-indole-3,3′-piperidine]-2,6′(1H)-dione), [H-].[H-].[H-].[H-].[Li+].[Al+3] (LiAlH4). Run in C1CCOC1 (THF). The product is BrC=1C=CC(=C(C1)C1C2(C(NC(C1)=O)C1=C(C=CC(=C1)F)C)C(NC1=CC(=CC=C12)Cl)=O)OCC(CO)(C)C (racemic (2′S,3S,4′R)-4′-[5-bromo-2-(3-hydroxy-2,2-dimethyl-propoxy)phenyl]-6-chloro-2′-(5-fluoro-2-methyl phenyl)spiro[3H-indole-3,3′-piperidine]-2,6′(1H)-dione). Isolated yield 11.3%. RXN SMILES: [Br:1][C:2]1[CH:3]=[CH:4][C:5]([O:33][CH2:34][C:35]([C:38](OC)=[O:39])([CH3:37])[CH3:36])=[C:6]([CH:8]2[CH2:13][C:12](=[O:14])[NH:11][CH:10]([C:15]3[CH:20]=[C:19]([F:21])[CH:18]=[CH:17][C:16]=3[CH3:22])[C:9]32[C:30]2[C:25](=[CH:26][C:27]([Cl:31])=[CH:28][CH:29]=2)[NH:24][C:23]3=[O:32])[CH:7]=1.[H-].[H-].[H-].[H-].[Li+].[Al+3]>C1COCC1>[Br:1][C:2]1[CH:3]=[CH:4][C:5]([O:33][CH2:34][C:35]([CH3:37])([CH3:36])[CH2:38][OH:39])=[C:6]([CH:8]2[CH2:13][C:12](=[O:14])[NH:11][CH:10]([C:15]3[CH:20]=[C:19]([F:21])[CH:18]=[CH:17][C:16]=3[CH3:22])[C:9]32[C:30]2[C:25](=[CH:26][C:27]([Cl:31])=[CH:28][CH:29]=2)[NH:24][C:23]3=[O:32])[CH:7]=1 |f:1.2.3.4.5.6|. Procedure details: In a manner similar to the method described in Example 231, racemic (2′S,3S,4′R)-4′-[5-bromo-2-(2-methoxycarbonyl-2-methyl-propoxy)-phenyl]-6-chloro-2′-(5-fluoro-2-methyl phenyl)spiro[3H-indole-3,3′-piperidine]-2,6′(1H)-dione (120 mg, 0.187 mmol) was reacted with LiAlH4 (35 mg, 0.934 mmol) in THF and the crude product was purified by Prep-HPLC to give title compound as a white solid (13 mg). Reactants: BrCc1cccc2cc3c(cc12)oc1ccccc13, Cc1ccc2sc3ccc4ccccc4c3c2c1, ClCCl. Yields the product BrCc1ccc2sc3ccc4ccccc4c3c2c1. Reaction SMILES: [Br:1][CH2:2][c:3]1[c:4]2[c:5]([cH:6][cH:7][cH:8]1)[cH:9][c:10]1[c:11]3[cH:12][cH:13][cH:14][cH:15][c:16]3[o:17][c:18]1[cH:19]2.[CH3:20][c:21]1[cH:22][c:23]2[c:24]([s:25][c:26]3[c:27]2[c:28]2[cH:29][cH:30][cH:31][cH:32][c:33]2[cH:34][cH:35]3)[cH:36][cH:37]1.[Cl:38][CH2:39][Cl:40]>>[Br:1][CH2:20][c:21]1[cH:22][c:23]2[c:24]([s:25][c:26]3[c:27]2[c:28]2[cH:29][cH:30][cH:31][cH:32][c:33]2[cH:34][cH:35]3)[cH:36][cH:37]1. Reactants: [N+](=O)([O-])C1=C(C(=CC=C1)[N+](=O)[O-])NCCC(=O)OCC (Ethyl N-(2,6-dinitrophenyl)-beta-alaninate). The reagents and catalysts are [Pd] (palladium on carbon). The solvent is O1CCCC1 (tetrahydrofuran). Conditions: time 6 hour. Product: NC1=C(C(=CC=C1)N)NCCC(=O)OCC (Ethyl N-(2,6-diaminophenyl)-beta-alaninate). Yield: 91.5%. RXN SMILES: [N+:1]([C:4]1[CH:9]=[CH:8][CH:7]=[C:6]([N+:10]([O-])=O)[C:5]=1[NH:13][CH2:14][CH2:15][C:16]([O:18][CH2:19][CH3:20])=[O:17])([O-])=O>[Pd].O1CCCC1>[NH2:1][C:4]1[CH:9]=[CH:8][CH:7]=[C:6]([NH2:10])[C:5]=1[NH:13][CH2:14][CH2:15][C:16]([O:18][CH2:19][CH3:20])=[O:17]. Reported procedure: Under hydrogen gas atmosphere, a mixture of ethyl N-(2,6-dinitrophenyl)-beta-alaninate (Reference Example 24; 1.39 g, 4.92 mmol), 10% palladium on carbon (50% wet, 280 mg) and tetrahydrofuran (50 mL) was stirred at room temperature for 6 hr. The reaction mixture was filtered and concentrated in vacuo to give the title compound as an oil (1.00 g, 4.50 mmol, 91%) Starting materials: O[C@@H]([C@@H]1N([C@@H](CC1)CC1=CC=C(C=C1)C(=O)N1CCN(CC1)CC1=NC=CC=C1)C(=O)OC(C)(C)C)C1=CC=CC=C1 (Tert-butyl (2R,5S)-2-[(R)-hydroxy(phenyl)methyl]-5-(4-{[4-(pyridin-2-ylmethyl)piperazin-1-yl]carbonyl}benzyl)pyrrolidine-1-carboxylate), FC(C(=O)O)(F)F (trifluoroacetic acid). Run in ClCCl (dichloromethane). The product is C1(=CC=CC=C1)[C@@H](O)[C@@H]1N[C@@H](CC1)CC1=CC=C(C=C1)C(=O)N1CCN(CC1)CC1=NC=CC=C1 ((R)-Phenyl[(2R,5S)-5-(4-{[4-(pyridin-2-ylmethyl)piperazin-1-yl]carbonyl}benzyl)pyrrolidin-2-yl]methanol). RXN SMILES: [OH:1][C@H:2]([C:37]1[CH:42]=[CH:41][CH:40]=[CH:39][CH:38]=1)[C@H:3]1[CH2:7][CH2:6][C@@H:5]([CH2:8][C:9]2[CH:14]=[CH:13][C:12]([C:15]([N:17]3[CH2:22][CH2:21][N:20]([CH2:23][C:24]4[CH:29]=[CH:28][CH:27]=[CH:26][N:25]=4)[CH2:19][CH2:18]3)=[O:16])=[CH:11][CH:10]=2)[N:4]1C(OC(C)(C)C)=O.FC(F)(F)C(O)=O>ClCCl>[C:37]1([C@H:2]([C@H:3]2[CH2:7][CH2:6][C@@H:5]([CH2:8][C:9]3[CH:14]=[CH:13][C:12]([C:15]([N:17]4[CH2:18][CH2:19][N:20]([CH2:23][C:24]5[CH:29]=[CH:28][CH:27]=[CH:26][N:25]=5)[CH2:21][CH2:22]4)=[O:16])=[CH:11][CH:10]=3)[NH:4]2)[OH:1])[CH:42]=[CH:41][CH:40]=[CH:39][CH:38]=1. Procedure details: A solution of 0.038 g (0.067 mmol) of the title compound from Step A above in 1 mL dichloromethane and 1 mL trifluoroacetic acid was stirred at ambient temperature for 1 h. All volatiles were removed in vacuo and the crude light brown residue was purified directly by reverse-phase HPLC to afford the title compound (TMC Pro-Pac C18; 10-100% 0.1% trifluoroacetic acid in acetonitrile/0.1% trifluoroacetic acid in water gradient). 1H-NMR (500 MHz, CD4O) δ 8.70 (d, J=4.9 Hz, 1H), 7.99-7.98 (m, 1H), 7.... Starting materials: FC1=C(C=CC(=C1)N)NCCN1CCOCC1 (2-fluoro-N1-(2-morpholinoethyl)benzene-1,4-diamine), C[Al](C)C (trimethylaluminum), N(C(=O)C)\C(=C/C(=O)OC)\C (methyl 3-acetaminocrotonate). The solvent is C(Cl)Cl (CH2Cl2), C(Cl)Cl (CH2Cl2). Reaction conditions: time 0.5 hour. The product is FC=1C=C(C=CC1NCCN1CCOCC1)N1C(=NC(=CC1=O)C)C (3-(3-fluoro-4-((2-morpholinoethyl)amino)phenyl)-2,6-dimethyl pyrimidin-4(3H)-one). Isolated yield 69.1%. As a reaction SMILES: [F:1][C:2]1[CH:7]=[C:6]([NH2:8])[CH:5]=[CH:4][C:3]=1[NH:9][CH2:10][CH2:11][N:12]1[CH2:17][CH2:16][O:15][CH2:14][CH2:13]1.C[Al](C)C.[NH:22](/[C:26](/[CH3:32])=[CH:27]\[C:28](OC)=[O:29])[C:23]([CH3:25])=O>C(Cl)Cl>[F:1][C:2]1[CH:7]=[C:6]([N:8]2[C:28](=[O:29])[CH:27]=[C:26]([CH3:32])[N:22]=[C:23]2[CH3:25])[CH:5]=[CH:4][C:3]=1[NH:9][CH2:10][CH2:11][N:12]1[CH2:17][CH2:16][O:15][CH2:14][CH2:13]1. Reported procedure: To a solution of 2-fluoro-N1-(2-morpholinoethyl)benzene-1,4-diamine (0.50 g, 2.09 mmol) in CH2Cl2 (20 mL) was added trimethylaluminum (3.2 mL, 6.40 mmol, 2 M in toluene) slowly at rt. The reaction mixture was stirred at rt for 0.5 h, followed by the addition of a solution of methyl 3-acetaminocrotonate (0.65 g, 4.13 mmol) in CH2Cl2 (5 mL). The reaction mixture was stirred at rt for 36 h, then quenched with saturated NH4Cl aqueous solution and extracted with CH2Cl2 (100 mL×3). The combined organi... Starting materials: NC1=C(C=CC=C1)NC(C1=CC=C(C=C1)CN1C(C2=CC=CC(=C2C1)Br)=O)=O (N-(2-aminophenyl)-4-((4-bromo-1-oxoisoindolin-2-yl)methyl)benzamide), B(C1=CC2=CC=CC=C2C=C1)(O)O (naphthalen-2-yl-2-boronic acid). Product: NC1=C(C=CC=C1)NC(C1=CC=C(C=C1)CN1C(C2=CC=CC(=C2C1)C1=CC2=CC=CC=C2C=C1)=O)=O (N-(2-aminophenyl)-4-((4-(naphthalen-2-yl)-1-oxoisoindolin-2-yl)methyl)benzamide). Yield: 68.0%. Reaction SMILES: [NH2:1][C:2]1[CH:7]=[CH:6][CH:5]=[CH:4][C:3]=1[NH:8][C:9](=[O:28])[C:10]1[CH:15]=[CH:14][C:13]([CH2:16][N:17]2[CH2:25][C:24]3[C:19](=[CH:20][CH:21]=[CH:22][C:23]=3Br)[C:18]2=[O:27])=[CH:12][CH:11]=1.B(O)(O)[C:30]1[CH:39]=[CH:38][C:37]2[C:32](=[CH:33][CH:34]=[CH:35][CH:36]=2)[CH:31]=1>>[NH2:1][C:2]1[CH:7]=[CH:6][CH:5]=[CH:4][C:3]=1[NH:8][C:9](=[O:28])[C:10]1[CH:15]=[CH:14][C:13]([CH2:16][N:17]2[CH2:25][C:24]3[C:19](=[CH:20][CH:21]=[CH:22][C:23]=3[C:30]3[CH:39]=[CH:38][C:37]4[C:32](=[CH:33][CH:34]=[CH:35][CH:36]=4)[CH:31]=3)[C:18]2=[O:27])=[CH:12][CH:11]=1. Procedure details: The procedure of Example 2 was repeated except for using N-(2-aminophenyl)-4-((4-bromo-1-oxoisoindolin-2-yl)methyl)benzamide obtained in Example 9 instead of N-(2-aminophenyl)-4-((4-bromo-5,6-dimethoxy-1-oxoisoindolin-2-yl)methyl)benzamide, and naphthalen-2-yl-2-boronic acid instead of phenyl boronic acid, to obtain the title compound (68%). Reactants: C(C)NCCCC(O)C1=CC=C(C=C1)NS(=O)(=O)C (N-(4-(4-(ethylamino)-1-hydroxybutyl)phenyl)methanesulfonamide), C([O-])(O)=O.[Na+] (sodium bicarbonate), C(C)(=O)OC(CCCCBr)(C)C (5-acetoxy-1-bromo-5-methylhexane). The solvent is C(C)#N (acetonitrile). The product is C(C)N(CCCC(O)C1=CC=C(C=C1)NS(=O)(=O)C)CCCCC(C)(C)OC(C)=O (N-(4-(4-(Ethyl(5 -acetoxy-5 -methylhexyl)amino)-1-hydroxybutyl)phenyl)methanesulfonamide). RXN SMILES: [CH2:1]([NH:3][CH2:4][CH2:5][CH2:6][CH:7]([C:9]1[CH:14]=[CH:13][C:12]([NH:15][S:16]([CH3:19])(=[O:18])=[O:17])=[CH:11][CH:10]=1)[OH:8])[CH3:2].C(=O)(O)[O-].[Na+].[C:25]([O:28][C:29]([CH3:36])([CH3:35])[CH2:30][CH2:31][CH2:32][CH2:33]Br)(=[O:27])[CH3:26]>C(#N)C>[CH2:1]([N:3]([CH2:33][CH2:32][CH2:31][CH2:30][C:29]([O:28][C:25](=[O:27])[CH3:26])([CH3:35])[CH3:36])[CH2:4][CH2:5][CH2:6][CH:7]([C:9]1[CH:10]=[CH:11][C:12]([NH:15][S:16]([CH3:19])(=[O:17])=[O:18])=[CH:13][CH:14]=1)[OH:8])[CH3:2] |f:1.2|. Procedure details: According to Procedure B (Example 17, Step IV), a stirred mixture of N-[4-[4-(ethylamino)-1-hydroxybutyl]phenyl]methanesulfonamide (Example 7, Step II) and sodium bicarbonate in acetonitrile was allowed to react with 5-acetoxy-1-bromo-5-methylhexane (Step V) to give the titled product, a compound of Formula I'. The mass spectrum had M+ at m/z 442. Starting materials: BrC1=CC=C(C(=C1C=O)OC)OC (6-bromo-2,3-dimethoxybenzaldehyde), NH4OAc, C(#N)CC(=O)O (cyanoacetic acid), N1=CC=CC=C1 (pyridine). Solvent: C1=CC=CC=C1 (benzene). Product: C(#N)C(C(=O)O)=CC1=C(C(=CC=C1Br)OC)OC (α-Cyano-6-bromo-2,3-dimethoxycinnamic acid). Yield: 71.8%. As a reaction SMILES: [Br:1][C:2]1[C:7]([CH:8]=O)=[C:6]([O:10][CH3:11])[C:5]([O:12][CH3:13])=[CH:4][CH:3]=1.[C:14]([CH2:16][C:17]([OH:19])=[O:18])#[N:15].N1C=CC=CC=1>C1C=CC=CC=1>[C:14]([C:16](=[CH:8][C:7]1[C:2]([Br:1])=[CH:3][CH:4]=[C:5]([O:12][CH3:13])[C:6]=1[O:10][CH3:11])[C:17]([OH:19])=[O:18])#[N:15]. Reported procedure: A mixture of 6-bromo-2,3-dimethoxybenzaldehyde (48.4 g, 0.20 mole), NH4OAc (1.93 g, 0.025 mole), cyanoacetic acid (0.186 mole, 15.8 g), pyridine (42 mL), and benzene (193 mL) was stirred at reflux for 2 hours using a Dean-Stark trap for water removal. Upon cooling to room temperature a solid was filtered and washed with hexane. The solid was dissolved in 1N KOH, and was extracted with ether. The aqueous layer was acidified with 10% HCl and was extracted with CH2Cl2. The combined CH2Cl2 layers we...